This data is from the Open Reaction Database (ORD), a public repository of structured organic reaction records. The task is: describe an organic reaction: reactants, conditions, products, and yield Starting materials: C(C)(=O)NCC1=CC(=CC(=C1O)S(NC)(=O)=O)C(C)(C)C (6-acetamidomethyl-4-(1,1-dimethylethyl)-2-methylsulfamoylphenol), Cl (hydrochloric acid). The solvent is C(C)O (ethanol). The product is Cl.NCC1=C(C(=CC(=C1)C(C)(C)C)S(NC)(=O)=O)O (2-Aminomethyl-4-(1,1-dimethylethyl)-6-methylsulfamoylphenol hydrochloride). As a reaction SMILES: C([NH:4][CH2:5][C:6]1[C:11]([OH:12])=[C:10]([S:13](=[O:17])(=[O:16])[NH:14][CH3:15])[CH:9]=[C:8]([C:18]([CH3:21])([CH3:20])[CH3:19])[CH:7]=1)(=O)C.[ClH:22]>C(O)C>[ClH:22].[NH2:4][CH2:5][C:6]1[CH:7]=[C:8]([C:18]([CH3:20])([CH3:21])[CH3:19])[CH:9]=[C:10]([S:13](=[O:17])(=[O:16])[NH:14][CH3:15])[C:11]=1[OH:12] |f:3.4|. Reported procedure: 4.9 g (0.016 mole) of 6-acetamidomethyl-4-(1,1-dimethylethyl)-2-methylsulfamoylphenol in a mixture of 30 ml of ethanol and 10 ml of concentrated hydrochloric acid are heated under reflux for 8 hours. Evaporation and recrystallization from methanol/ether gives white crystals of melting point 238°-240° C. The reactants are N(N)C1=CC(N(C(N1CC(C)C)=O)C)=O (6-hydrazino-1-isobutyl-3-methylpyrimidine-2,4(1H,3H)-dione), ClC=1C=C2C(=CNC2=CC1)C=O (5-chloro-1H-indole-3-carbaldehyde), CN1C(=CC(=C1)C(CC)=O)C=O (1-methyl-4-propionyl-1H-pyrrole-2-carbaldehyde). The product is ClC=1C=C2C(=CNC2=CC1)CN1N=C2N(C(N(C(C2=C1C=1N(C=C(C1)C(CC)=O)C)=O)C)=O)CC(C)C (2-[(5-chloro-1H-indol-3-yl)methyl]-7-isobutyl-5-methyl-3-(1-methyl-4-propionyl-1H-pyrrol-2-yl)-2H-pyrazolo[3,4-d]pyrimidine-4,6(5H,7H) dione). RXN SMILES: [NH:1]([C:3]1[N:8]([CH2:9][CH:10]([CH3:12])[CH3:11])[C:7](=[O:13])[N:6]([CH3:14])[C:5](=[O:15])[CH:4]=1)[NH2:2].[Cl:16][C:17]1[CH:18]=[C:19]2[C:23](=[CH:24][CH:25]=1)[NH:22][CH:21]=[C:20]2[CH:26]=O.[CH3:28][N:29]1[CH:33]=[C:32]([C:34](=[O:37])[CH2:35][CH3:36])[CH:31]=[C:30]1[CH:38]=O>>[Cl:16][C:17]1[CH:18]=[C:19]2[C:23](=[CH:24][CH:25]=1)[NH:22][CH:21]=[C:20]2[CH2:26][N:2]1[C:38]([C:30]2[N:29]([CH3:28])[CH:33]=[C:32]([C:34](=[O:37])[CH2:35][CH3:36])[CH:31]=2)=[C:4]2[C:3]([N:8]([CH2:9][CH:10]([CH3:11])[CH3:12])[C:7](=[O:13])[N:6]([CH3:14])[C:5]2=[O:15])=[N:1]1. Procedure: This compound was made following the procedure described above, starting with 6-hydrazino-1-isobutyl-3-methylpyrimidine-2,4(1H,3H)-dione and condensing first with 5-chloro-1H-indole-3-carbaldehyde, followed by 1-methyl-4-propionyl-1H-pyrrole-2-carbaldehyde. 521 (M+H).